Dataset: the Open Reaction Database (ORD), a public repository of structured organic reaction records. Task: describe an organic reaction: reactants, conditions, products, and yield Reactants: COC1CCC(N2CCC(NC(=O)OCc3ccccc3)C2=O)C(CNC(C)=O)C1, CO, [H][H]. The product is COC1CCC(N2CCC(N)C2=O)C(CNC(C)=O)C1. Reaction SMILES: [C:1]([CH3:2])(=[O:3])[NH:4][CH2:5][CH:6]1[CH:7]([N:14]2[C:15](=[O:30])[CH:16]([NH:19][C:20](=[O:21])[O:22][CH2:23][c:24]3[cH:25][cH:26][cH:27][cH:28][cH:29]3)[CH2:17][CH2:18]2)[CH2:8][CH2:9][CH:10]([O:12][CH3:13])[CH2:11]1.[CH3:33][OH:34].[H:31][H:32]>>[C:1]([CH3:2])(=[O:3])[NH:4][CH2:5][CH:6]1[CH:7]([N:14]2[C:15](=[O:30])[CH:16]([NH2:19])[CH2:17][CH2:18]2)[CH2:8][CH2:9][CH:10]([O:12][CH3:13])[CH2:11]1. Starting materials: O1CCOC12CC=C(CC2)C2=CC1=C(N=CN=C1C=1C(=C(C=C(C1)F)N)C)N2 (3-[6-(1,4-Dioxa-spiro[4.5]dec-7-en-8-yl)-7H-pyrrolo[2,3-d]pyrimidin-4-yl]-5-fluoro-2-methyl-phenylamine), CN(C1=CC=C(C(=O)Cl)C=C1)C (4-dimethyaminobenzoyl chloride), C(C)(C)(C)C1=CC=C(C(=O)Cl)C=C1 (4-tert-butylbenzoyl chloride). The product is C(C)(C)(C)C1=CC=C(C(=O)NC2=C(C(=CC(=C2)F)C=2C3=C(N=CN2)NC(=C3)C3=CCC2(OCCO2)CC3)C)C=C1 (4-tert-Butyl-N-{3-[6-(1,4-dioxa-spiro[4.5]dec-7-en-8-yl)-7H-pyrrolo[2,3-d]pyrimidin-4-yl]-5-fluoro-2-methyl-phenyl}-benzamide). Reaction SMILES: [O:1]1[C:5]2([CH2:10][CH2:9][C:8]([C:11]3[NH:28][C:14]4[N:15]=[CH:16][N:17]=[C:18]([C:19]5[C:20]([CH3:27])=[C:21]([NH2:26])[CH:22]=[C:23]([F:25])[CH:24]=5)[C:13]=4[CH:12]=3)=[CH:7][CH2:6]2)[O:4][CH2:3][CH2:2]1.CN(C)C1C=CC(C(Cl)=O)=CC=1.[C:41]([C:45]1[CH:53]=[CH:52][C:48]([C:49](Cl)=[O:50])=[CH:47][CH:46]=1)([CH3:44])([CH3:43])[CH3:42]>>[C:41]([C:45]1[CH:46]=[CH:47][C:48]([C:49]([NH:26][C:21]2[CH:22]=[C:23]([F:25])[CH:24]=[C:19]([C:18]3[C:13]4[CH:12]=[C:11]([C:8]5[CH2:9][CH2:10][C:5]6([O:1][CH2:2][CH2:3][O:4]6)[CH2:6][CH:7]=5)[NH:28][C:14]=4[N:15]=[CH:16][N:17]=3)[C:20]=2[CH3:27])=[O:50])=[CH:52][CH:53]=1)([CH3:44])([CH3:42])[CH3:43]. Procedure: Example 27 was prepared analogue to Example 15 by replacing Intermediate 6 with Intermediate 18 and 4-dimethyaminobenzoyl chloride with 4-tert-butylbenzoyl chloride. Reaction SMILES: [CH3:48][CH2:49][N:50]=[C:51]=[N:52][CH2:53][CH2:54][CH2:55][N:56]([CH3:57])[CH3:58].[CH:29]([N:30]([CH2:31][CH3:32])[CH:33]([CH3:34])[CH3:35])([CH3:36])[CH3:37].[Cl:1][c:2]1[cH:3][c:4]2[c:5]([cH:6][n:7]1)[cH:8][c:9]([C:11](=[O:12])[OH:13])[nH:10]2.[ClH:14].[NH2:15][CH:16]([C:17](=[O:18])[N:19]([CH3:20])[CH3:21])[CH2:22][c:23]1[cH:24][cH:25][cH:26][cH:27][cH:28]1.[O:59]=[CH:60][N:61]([CH3:62])[CH3:63].[OH:38][n:39]1[c:40]2[c:41]([cH:42][cH:43][cH:44][cH:45]2)[n:46][n:47]1>>[Cl:1][c:2]1[cH:3][c:4]2[c:5]([cH:6][n:7]1)[cH:8][c:9]([C:11](=[O:13])[NH:15][CH:16]([C:17](=[O:18])[N:19]([CH3:20])[CH3:21])[CH2:22][c:23]1[cH:24][cH:25][cH:26][cH:27][cH:28]1)[nH:10]2. Reactants: CCN=C=NCCCN(C)C, CCN(C(C)C)C(C)C, O=C(O)c1cc2cnc(Cl)cc2[nH]1, Cl, CN(C)C(=O)C(N)Cc1ccccc1, CN(C)C=O, On1nnc2ccccc21. Yields the product CN(C)C(=O)C(Cc1ccccc1)NC(=O)c1cc2cnc(Cl)cc2[nH]1. Reactants: C(CCCCCC)N=C=O (heptyl isocyanate), CN1CCCC2=CC(=CC=C12)O (1-methyl-1, 2, 3, 4-tetrahydro-quinolin-6-ol), [H-].[Na+] (sodium hydride). The solvent is CN(C=O)C (dimethylformamide), CN(C=O)C (dimethylformamide). Run at time 20 minute. The product is CN1CCCC2=CC(=CC=C12)OC(NCCCCCCC)=O (Heptyl-carbamic acid 1-methyl-1,2,3,4-tetrahydroquinolin-6-yl ester). As a reaction SMILES: [CH3:1][N:2]1[C:11]2[C:6](=[CH:7][C:8]([OH:12])=[CH:9][CH:10]=2)[CH2:5][CH2:4][CH2:3]1.[H-].[Na+].[CH2:15]([N:22]=[C:23]=[O:24])[CH2:16][CH2:17][CH2:18][CH2:19][CH2:20][CH3:21]>CN(C)C=O>[CH3:1][N:2]1[C:11]2[C:6](=[CH:7][C:8]([O:12][C:23](=[O:24])[NH:22][CH2:15][CH2:16][CH2:17][CH2:18][CH2:19][CH2:20][CH3:21])=[CH:9][CH:10]=2)[CH2:5][CH2:4][CH2:3]1 |f:1.2|. Procedure: A solution of 1-methyl-1, 2, 3, 4-tetrahydro-quinolin-6-ol (0.490 g., 3 mmol) in dry dimethylformamide (5 ml) was added to a stirred suspension of sodium hydride (0.072 g., 3 mmol) in dry dimethylformamide (5 ml) at −10° C. during 5 min. The reaction mixture was stirred for 20 min. Then heptyl isocyanate (0.58 g., 3 mmol) was added to the stirring reaction mixture. Stirring was continued for additional 2.5 hours during which the temperature was allowed to rise to room temperature (37° C.). The r... Starting materials: O=C([O-])[O-], CC#N, FC(F)(F)c1ccccc1CCl, COC(=O)c1cc(F)ccc1O, [K+], [K+]. Yields the product COC(=O)c1cc(F)ccc1OCc1ccccc1C(F)(F)F. As a reaction SMILES: [C:25](=[O:26])([O-:27])[O-:28].[CH3:31][C:32]#[N:33].[F:13][C:14]([c:15]1[c:16]([CH2:17][Cl:18])[cH:19][cH:20][cH:21][cH:22]1)([F:23])[F:24].[F:1][c:2]1[cH:3][cH:4][c:5]([OH:12])[c:6]([C:7](=[O:8])[O:9][CH3:10])[cH:11]1.[K+:29].[K+:30]>>[F:1][c:2]1[cH:3][cH:4][c:5]([O:12][CH2:17][c:16]2[c:15]([C:14]([F:13])([F:23])[F:24])[cH:22][cH:21][cH:20][cH:19]2)[c:6]([C:7](=[O:8])[O:9][CH3:10])[cH:11]1. The reactants are Cn1c(C(=O)NC2CCCCC2C(=O)NC(C#N)CC2CCNCC2)cc2ccccc21, CC(=O)OC(C)=O, CN(C)c1ccncc1, Cl, CN(C)C=O. Product: CC(=O)N1CCC(CC(C#N)NC(=O)C2CCCCC2NC(=O)c2cc3ccccc3n2C)CC1. As a reaction SMILES: [C:2](#[N:3])[CH:4]([CH2:5][CH:6]1[CH2:7][CH2:8][NH:9][CH2:10][CH2:11]1)[NH:12][C:13](=[O:14])[CH:15]1[CH:16]([NH:21][C:22](=[O:23])[c:24]2[n:25]([CH3:33])[c:26]3[cH:27][cH:28][cH:29][cH:30][c:31]3[cH:32]2)[CH2:17][CH2:18][CH2:19][CH2:20]1.[CH3:34][C:35](=[O:36])[O:37][C:38](=[O:39])[CH3:40].[CH3:46][N:47]([c:48]1[cH:49][cH:50][n:51][cH:52][cH:53]1)[CH3:54].[ClH:1].[O:41]=[CH:42][N:43]([CH3:44])[CH3:45]>>[C:2](#[N:3])[CH:4]([CH2:5][CH:6]1[CH2:7][CH2:8][N:9]([C:35]([CH3:34])=[O:36])[CH2:10][CH2:11]1)[NH:12][C:13](=[O:14])[CH:15]1[CH:16]([NH:21][C:22](=[O:23])[c:24]2[n:25]([CH3:33])[c:26]3[cH:27][cH:28][cH:29][cH:30][c:31]3[cH:32]2)[CH2:17][CH2:18][CH2:19][CH2:20]1.